This data is from the Open Reaction Database (ORD), a public repository of structured organic reaction records. The task is: describe an organic reaction: reactants, conditions, products, and yield The reactants are C(C)OC(CC(C(F)(F)F)=O)=O (4,4,4-trifluoro-3-oxo-butyric acid ethyl ester), Cl.ClC1=C(C=CC=C1)NN (2-chlorophenylhydrazine hydrochloride). Solvent: C(C)O (ethanol). The product is ClC1=C(C=CC=C1)N1N=C(C=C1O)C(F)(F)F (2-(2-Chlorophenyl)-5-trifluoromethyl-2H-pyrazol-3-ol). Reaction SMILES: C(O[C:4](=[O:12])[CH2:5][C:6](=O)[C:7]([F:10])([F:9])[F:8])C.Cl.[Cl:14][C:15]1[CH:20]=[CH:19][CH:18]=[CH:17][C:16]=1[NH:21][NH2:22]>C(O)C>[Cl:14][C:15]1[CH:20]=[CH:19][CH:18]=[CH:17][C:16]=1[N:21]1[C:4]([OH:12])=[CH:5][C:6]([C:7]([F:8])([F:9])[F:10])=[N:22]1 |f:1.2|. Reported procedure: Into a 250 mL flask was weighed 5.01 g of 4,4,4-trifluoro-3-oxo-butyric acid ethyl ester, 4.88 g of 2-chlorophenylhydrazine hydrochloride, and 100 mL of ethanol. The resulting solution was heated at 90-950C for 18 h then was concentrated in vacuo to remove ethanol. The residue was washed into a separatory funnel with ethyl acetate and 1 M HCl. The ethyl acetate was separated, washed with brine, was dried, and concentrated in vacuo. The residue was partially purified by silica gel flash chromatog... The reactants are ClCCl, O=C(O)C(F)(F)F, CC(C)(C)OC(=O)Nc1ccccc1NC(=O)c1ccc(CNc2nccc(-c3ccccn3)n2)s1. Product: O=C(O)C(F)(F)F, Nc1ccccc1NC(=O)c1ccc(CNc2nccc(-c3ccccn3)n2)s1. Reaction SMILES: [Cl:44][CH2:45][Cl:46].[F:37][C:38]([C:39](=[O:40])[OH:41])([F:42])[F:43].[n:1]1[c:2](-[c:7]2[n:8][c:9]([NH:13][CH2:14][c:15]3[cH:16][cH:17][c:18]([C:20](=[O:21])[NH:22][c:23]4[c:24]([NH:29][C:30](=[O:31])[O:32][C:33]([CH3:34])([CH3:35])[CH3:36])[cH:25][cH:26][cH:27][cH:28]4)[s:19]3)[n:10][cH:11][cH:12]2)[cH:3][cH:4][cH:5][cH:6]1>>[F:37][C:38]([C:39](=[O:40])[OH:41])([F:42])[F:43].[n:1]1[c:2](-[c:7]2[n:8][c:9]([NH:13][CH2:14][c:15]3[cH:16][cH:17][c:18]([C:20](=[O:21])[NH:22][c:23]4[c:24]([NH2:29])[cH:25][cH:26][cH:27][cH:28]4)[s:19]3)[n:10][cH:11][cH:12]2)[cH:3][cH:4][cH:5][cH:6]1. Reactants: one, O.O.O.C(C)(=O)[O-].[Na+] (sodium acetate trihydrate), C(C(C)(C)C)(=O)C1=CN(C2=NC=C(N=C21)NC2=CC=C(C=C2)C=C(C#N)N2N=CN=C2)COCC[Si](C)(C)C (3-(4-(7-pivaloyl-5-((2-(trimethylsilyl)ethoxy)methyl)-5H-pyrrolo[2,3-b]pyrazin-2-ylamino)phenyl)-2-(1H-1,2,4-triazol-1-yl)acrylonitrile), C(=O)(C(F)(F)F)O (TFA). Run in C(Cl)Cl (CH2Cl2), C(Cl)Cl (CH2Cl2), C(C)O (ethanol), C(C)O (ethanol). Reaction conditions: time 16 hour. The product is C(C(C)(C)C)(=O)C1=CNC2=NC=C(N=C21)NC2=CC=C(C=C2)C=C(C#N)N2N=CN=C2 (3-(4-(7-pivaloyl-5H-pyrrolo[2,3-b]pyrazin-2-ylamino)phenyl)-2-(1H-1,2,4-triazol-1-yl)acrylonitrile). Yield: 5.4%. Reaction SMILES: [C:1]([C:7]1[C:15]2[C:10](=[N:11][CH:12]=[C:13]([NH:16][C:17]3[CH:22]=[CH:21][C:20]([CH:23]=[C:24]([N:27]4[CH:31]=[N:30][CH:29]=[N:28]4)[C:25]#[N:26])=[CH:19][CH:18]=3)[N:14]=2)[N:9](COCC[Si](C)(C)C)[CH:8]=1)(=[O:6])[C:2]([CH3:5])([CH3:4])[CH3:3].C(O)(C(F)(F)F)=O.O.O.O.C([O-])(=O)C.[Na+]>C(Cl)Cl.C(O)C>[C:1]([C:7]1[C:15]2[C:10](=[N:11][CH:12]=[C:13]([NH:16][C:17]3[CH:22]=[CH:21][C:20]([CH:23]=[C:24]([N:27]4[CH:31]=[N:30][CH:29]=[N:28]4)[C:25]#[N:26])=[CH:19][CH:18]=3)[N:14]=2)[NH:9][CH:8]=1)(=[O:6])[C:2]([CH3:5])([CH3:4])[CH3:3] |f:2.3.4.5.6|. Procedure details: To a 25 ml one necked round bottom flask, 3-(4-(7-pivaloyl-5-((2-(trimethylsilyl)ethoxy)methyl)-5H-pyrrolo[2,3-b]pyrazin-2-ylamino)phenyl)-2-(1H-1,2,4-triazol-1-yl)acrylonitrile (0.052 g, 0.95 mmole) was taken in CH2Cl2 (5 mL). TFA (1.5 mL) was added drop wise at 0° C. After completion of the addition, the reaction mass was warmed up to RT and stirred for 16 hrs at the same temperature. After completion of the reaction, CH2Cl2 was distilled out to get solid. The solid was taken in ethanol (10 mL... Starting materials: Nc1cc(Br)cc(C(F)(F)F)c1, O=C([O-])[O-], Cc1c[nH]cn1, CS(C)=O, [Cu]I, [K+], [K+], Oc1cccc2cccnc12. The product is Cc1cn(-c2cc(N)cc(C(F)(F)F)c2)cn1. RXN SMILES: [Br:1][c:2]1[cH:3][c:4]([NH2:5])[cH:6][c:7]([C:9]([F:10])([F:11])[F:12])[cH:8]1.[C:19](=[O:20])([O-:21])[O-:22].[CH3:13][c:14]1[n:15][cH:16][nH:17][cH:18]1.[CH3:36][S:37]([CH3:38])=[O:39].[Cu:40][I:41].[K+:23].[K+:24].[OH:25][c:26]1[cH:27][cH:28][cH:29][c:30]2[c:31]1[n:32][cH:33][cH:34][cH:35]2>>[c:2]1(-[n:17]2[cH:16][n:15][c:14]([CH3:13])[cH:18]2)[cH:3][c:4]([NH2:5])[cH:6][c:7]([C:9]([F:10])([F:11])[F:12])[cH:8]1. Run in CN(C=O)C (N,N-dimethylformamide), CCCCCC (hexane), CCOCC (ether). The product is ClCCN(C1=CC=C(C=C1)NC(=O)NCCCl)CCCl (N-[p-bis(β-chloroethyl)aminophenyl]-N'-(β'-chloroethyl)urea). Reported procedure: A mixture of β-chloroethylamine.HCl (5.80 g, 0.05 mole), hexane (60 ml), N,N-dimethylformamide (30 ml) and tributylamine (14.83 g; 0.08 mole) was cooled to -10° C., and an ether solution (100 ml) of p-bis(β-chloroethyl)aminophenyl isocyanate (12.9 g; 0.05 mole) was added with stirring. One hour later, the reaction mixture was heated at 34° C. for 6 hours. Low-boiling fractions were removed by distillation under reduced pressure. The residue was poured into ice water (500 ml), and the resulting w... Starting materials: ClCCN (β-chloroethylamine), Cl (HCl), C(CCC)N(CCCC)CCCC (tributylamine), ClCCN(C1=CC=C(C=C1)N=C=O)CCCl (p-bis(β-chloroethyl)aminophenyl isocyanate). As a reaction SMILES: [Cl:1][CH2:2][CH2:3][NH2:4].Cl.C(N(CCCC)CCCC)CCC.[Cl:19][CH2:20][CH2:21][N:22]([CH2:32][CH2:33][Cl:34])[C:23]1[CH:28]=[CH:27][C:26]([N:29]=[C:30]=[O:31])=[CH:25][CH:24]=1>CCOCC.CN(C)C=O.CCCCCC>[Cl:19][CH2:20][CH2:21][N:22]([CH2:32][CH2:33][Cl:34])[C:23]1[CH:24]=[CH:25][C:26]([NH:29][C:30]([NH:4][CH2:3][CH2:2][Cl:1])=[O:31])=[CH:27][CH:28]=1. Reaction conditions: temperature 34 celsius. Isolated yield 86.3%. Reactants: CC1(CCOCC1)C1=CC=C(C=C1)S(=O)(=O)Cl (4-(4-methyl-tetrahydro-pyran-4-yl)-benzenesulfonyl chloride), NC1=C(C=C(C=C1)Cl)C(=O)C=1C=NC(=CC1)C ((2-Amino-5-chloro-phenyl)-(6-methyl-pyridin-3-yl)-methanone), N-aryl-benzenesulfonamides. Yields the product ClC1=CC(=C(C=C1)NS(=O)(=O)C1=CC=C(C=C1)C1(CCOCC1)C)C(=O)C=1C=NC(=CC1)C (N-[4-Chloro-2-(6-methyl-pyridine-3-carbonyl)-phenyl]-4-(4-methyl-tetrahydro-pyran-4-yl)-benzenesulfonamide). Reaction SMILES: [CH3:1][C:2]1([C:8]2[CH:13]=[CH:12][C:11]([S:14](Cl)(=[O:16])=[O:15])=[CH:10][CH:9]=2)[CH2:7][CH2:6][O:5][CH2:4][CH2:3]1.[NH2:18][C:19]1[CH:24]=[CH:23][C:22]([Cl:25])=[CH:21][C:20]=1[C:26]([C:28]1[CH:29]=[N:30][C:31]([CH3:34])=[CH:32][CH:33]=1)=[O:27]>>[Cl:25][C:22]1[CH:23]=[CH:24][C:19]([NH:18][S:14]([C:11]2[CH:12]=[CH:13][C:8]([C:2]3([CH3:1])[CH2:7][CH2:6][O:5][CH2:4][CH2:3]3)=[CH:9][CH:10]=2)(=[O:16])=[O:15])=[C:20]([C:26]([C:28]2[CH:29]=[N:30][C:31]([CH3:34])=[CH:32][CH:33]=2)=[O:27])[CH:21]=1. Reported procedure: The title compound was prepared by the reacting 4-(4-methyl-tetrahydro-pyran-4-yl)-benzenesulfonyl chloride with (2-Amino-5-chloro-phenyl)-(6-methyl-pyridin-3-yl)-methanone according to the general procedure described for the preparation of (N-aryl-benzenesulfonamides. MS: m/z 486 (M++1). Reactants: CN(C)C(=O)c1cc(Br)ccc1NC(=O)NCCN(C)C(=O)OC(C)(C)C, COc1ccccc1-c1cn(S(=O)(=O)c2ccc(C)cc2)c2ncc(B3OC(C)(C)C(C)(C)O3)cc12, CC#N, [Na+], [Na+], O=C([O-])[O-], C1CCOC1. Product: COc1ccccc1-c1cn(S(=O)(=O)c2ccc(C)cc2)c2ncc(-c3ccc(NC(=O)NCCN(C)C(=O)OC(C)(C)C)c(C(=O)N(C)C)c3)cc12. As a reaction SMILES: [C:1]([CH3:2])([CH3:3])([CH3:4])[O:5][C:6]([N:7]([CH3:8])[CH2:9][CH2:10][NH:11][C:12](=[O:13])[NH:14][c:15]1[c:16]([C:22]([N:23]([CH3:24])[CH3:25])=[O:26])[cH:17][c:18]([Br:21])[cH:19][cH:20]1)=[O:27].[CH3:28][O:29][c:30]1[c:31](-[c:36]2[cH:37][n:38]([S:54](=[O:55])(=[O:56])[c:57]3[cH:58][cH:59][c:60]([CH3:63])[cH:61][cH:62]3)[c:39]3[n:40][cH:41][c:42]([B:45]4[O:46][C:47]([CH3:48])([CH3:49])[C:50]([CH3:51])([CH3:52])[O:53]4)[cH:43][c:44]23)[cH:32][cH:33][cH:34][cH:35]1.[CH3:64][C:65]#[N:66].[Na+:67].[Na+:68].[O-:69][C:70](=[O:71])[O-:72].[O:73]1[CH2:74][CH2:75][CH2:76][CH2:77]1>>[C:1]([CH3:2])([CH3:3])([CH3:4])[O:5][C:6]([N:7]([CH3:8])[CH2:9][CH2:10][NH:11][C:12](=[O:13])[NH:14][c:15]1[c:16]([C:22]([N:23]([CH3:24])[CH3:25])=[O:26])[cH:17][c:18](-[c:42]2[cH:41][n:40][c:39]3[n:38]([S:54](=[O:55])(=[O:56])[c:57]4[cH:58][cH:59][c:60]([CH3:63])[cH:61][cH:62]4)[cH:37][c:36](-[c:31]4[c:30]([O:29][CH3:28])[cH:35][cH:34][cH:33][cH:32]4)[c:44]3[cH:43]2)[cH:19][cH:20]1)=[O:27]. The reactants are ClCCl (dichloromethane), C(=O)(OC(C)(C)C)OC(=O)OC(C)(C)C (di-tert-butyl dicarbonate), C(CCCCCCCCCCN)N (undecane 1,11-diamine), C(C)(C)N(CC)C(C)C (diisopropylethylamine). Run in CO (methanol), CO (methanol), CO (methanol). Conditions: time 12 hour. Product: [OH-].[NH4+] (ammonium hydroxide), NCCCCCCCCCCCNC(OC(C)(C)C)=O (tert-Butyl 11-aminoundecylcarbamate). Yield: 95.0%. Reaction SMILES: C(O[C:9]([O:11][C:12]([CH3:15])([CH3:14])[CH3:13])=[O:10])(OC(C)(C)C)=[O:2].[CH2:16]([NH2:28])[CH2:17][CH2:18][CH2:19][CH2:20][CH2:21][CH2:22][CH2:23][CH2:24][CH2:25][CH2:26][NH2:27].C(N(C(C)C)CC)(C)C.ClCCl>CO>[OH-:2].[NH4+:27].[NH2:27][CH2:26][CH2:25][CH2:24][CH2:23][CH2:22][CH2:21][CH2:20][CH2:19][CH2:18][CH2:17][CH2:16][NH:28][C:9](=[O:10])[O:11][C:12]([CH3:13])([CH3:14])[CH3:15] |f:5.6|. Procedure: Using a syringe pump, a solution of di-tert-butyl dicarbonate (2.50 g, 11.45 mmol) in methanol (50 mL) was added to a stirred solution of undecane 1,11-diamine (6) (3.00 g, 16.10 mmol) and diisopropylethylamine (2.90 mL, 16.60 mmol) in methanol (200 mL) over 10 h, and the resulting reaction mixture was stirred at rt for 12 h. The reaction was then concentrated to a white solid. Purification by column chromatography (silica gel, 10:90 methanol/dichloromethane, then 20:80 (10% concentrated ammoniu...